From a dataset of the Open Reaction Database (ORD), a public repository of structured organic reaction records. describe an organic reaction: reactants, conditions, products, and yield Reactants: OC1=C(C=CC=C1)C(C=C(C)C)(O)C1=NC=CC=C1 (1-(2-hydroxyphenyl)-3-methyl-1-(2-pyridyl)-2-buten-1-ol). The solvent is COCCOCCOC (diethylene glycol dimethyl ether). Run at temperature 150 celsius. The product is CC1(OC2=C(C(=C1)C1=NC=CC=C1)C=CC=C2)C (2,2-dimethyl-4-(2-pyridyl)-2H-1-benzopyran). The yield is 58.4%. As a reaction SMILES: [OH:1][C:2]1[CH:7]=[CH:6][CH:5]=[CH:4][C:3]=1[C:8]([C:14]1[CH:19]=[CH:18][CH:17]=[CH:16][N:15]=1)(O)[CH:9]=[C:10]([CH3:12])[CH3:11]>COCCOCCOC>[CH3:11][C:10]1([CH3:12])[CH:9]=[C:8]([C:14]2[CH:19]=[CH:18][CH:17]=[CH:16][N:15]=2)[C:3]2[CH:4]=[CH:5][CH:6]=[CH:7][C:2]=2[O:1]1. Procedure details: 4.42 g of 1-(2-hydroxyphenyl)-3-methyl-1-(2-pyridyl)-2-buten-1-ol were dissolved in 70 ml of diethylene glycol dimethyl ether and heated at 150° C. for 2 hours. The mixture was allowed to cool to room temperature, the solvent was removed by evaporation and the residue was partitioned between ethyl acetate and sodium chloride solution. The organic phase was dried over sodium sulphate and evaporated. The residue was chromatographed on silica gel using ethyl acetate/petroleum ether (1:4) for the el... Reactants: CC(=O)OCc1ccc(C(=S)NC[Si](C)(C)C)c2ccccc12, C1CCOC1, CI, CC(C)(C)[O-], COC(C)(C)C, [K+]. Yields the product CSC(=NC[Si](C)(C)C)c1ccc(COC(C)=O)c2ccccc12. RXN SMILES: [C:3]([CH3:4])(=[O:5])[O:6][CH2:7][c:8]1[cH:9][cH:10][c:11]([C:18]([NH:19][CH2:20][Si:21]([CH3:22])([CH3:23])[CH3:24])=[S:25])[c:12]2[cH:13][cH:14][cH:15][cH:16][c:17]12.[CH2:32]1[O:33][CH2:34][CH2:35][CH2:36]1.[CH3:1][I:2].[CH3:26][C:27]([CH3:28])([O-:29])[CH3:30].[CH3:37][O:38][C:39]([CH3:40])([CH3:41])[CH3:42].[K+:31]>>[C:3]([CH3:4])(=[O:5])[O:6][CH2:7][c:8]1[cH:9][cH:10][c:11]([C:18](=[N:19][CH2:20][Si:21]([CH3:22])([CH3:23])[CH3:24])[S:25][CH3:26])[c:12]2[cH:13][cH:14][cH:15][cH:16][c:17]12. Reactants: CC(C)(C)[Si](C)(C)OCC(=O)c1ccc([N+](=O)[O-])cc1, CO, [Cl-], [NH4+], [Zn]. Yields the product CC(C)(C)[Si](C)(C)OCC(=O)c1ccc(N)cc1. RXN SMILES: [C:1]([CH3:2])([CH3:3])([CH3:4])[Si:5]([O:6][CH2:7][C:8](=[O:9])[c:10]1[cH:11][cH:12][c:13]([N+:16]([O-:17])=[O:18])[cH:14][cH:15]1)([CH3:19])[CH3:20].[CH3:23][OH:24].[Cl-:21].[NH4+:22].[Zn:25]>>[C:1]([CH3:2])([CH3:3])([CH3:4])[Si:5]([O:6][CH2:7][C:8](=[O:9])[c:10]1[cH:11][cH:12][c:13]([NH2:16])[cH:14][cH:15]1)([CH3:19])[CH3:20]. The reactants are Br[Mg]c1ccccc1, CCC(C(=O)c1ccc(N(CCN(CC)CC)S(C)(=O)=O)cc1)c1ccccc1, CCOCC, [Cl-], [NH4+], O. Product: CCC(c1ccccc1)C(O)(c1ccccc1)c1ccc(N(CCN(CC)CC)S(C)(=O)=O)cc1. Reaction SMILES: [Br:35][Mg:36][c:37]1[cH:38][cH:39][cH:40][cH:41][cH:42]1.[CH2:1]([CH3:2])[N:3]([CH2:4][CH2:5][N:6]([c:7]1[cH:8][cH:9][c:10]([C:13]([CH:14]([CH2:15][CH3:16])[c:17]2[cH:18][cH:19][cH:20][cH:21][cH:22]2)=[O:23])[cH:11][cH:12]1)[S:24](=[O:25])(=[O:26])[CH3:27])[CH2:28][CH3:29].[CH2:30]([O:31][CH2:32][CH3:33])[CH3:34].[Cl-:43].[NH4+:44].[OH2:45]>>[CH2:1]([CH3:2])[N:3]([CH2:4][CH2:5][N:6]([c:7]1[cH:8][cH:9][c:10]([C:13]([CH:14]([CH2:15][CH3:16])[c:17]2[cH:18][cH:19][cH:20][cH:21][cH:22]2)([OH:23])[c:37]2[cH:38][cH:39][cH:40][cH:41][cH:42]2)[cH:11][cH:12]1)[S:24](=[O:25])(=[O:26])[CH3:27])[CH2:28][CH3:29].